The task is: describe an organic reaction: reactants, conditions, products, and yield. This data is from the Open Reaction Database (ORD), a public repository of structured organic reaction records. Starting materials: solution, [OH-].OCC[N+](C)(C)C (2-hydroxyethyltrimethylammonium hydroxide), C(C1=CC=C(C(=O)O)C=C1)(=O)O (terephthalic acid), C(C1=CC=C(C(=O)O)C=C1)(=O)O (Terephthalic acid), C(C1=CC=C(C(=O)O)C=C1)(=O)O (terephthalic acid). The solvent is CO (methanol), CO (methanol). Yields the product OCC[N+](C)(C)C (mono-2-hydroxyethyltrimethylammonium), C(C1=CC=C(C(=O)O)C=C1)(=O)O (terephthalic acid). Reaction SMILES: [C:1]([OH:12])(=[O:11])[C:2]1[CH:10]=[CH:9][C:5]([C:6]([OH:8])=[O:7])=[CH:4][CH:3]=1.[OH-].[OH:14][CH2:15][CH2:16][N+:17]([CH3:20])([CH3:19])[CH3:18]>CO>[OH:14][CH2:15][CH2:16][N+:17]([CH3:20])([CH3:19])[CH3:18].[C:1]([OH:12])(=[O:11])[C:2]1[CH:10]=[CH:9][C:5]([C:6]([OH:8])=[O:7])=[CH:4][CH:3]=1 |f:1.2|. Procedure: Terephthalic acid (16 parts) is slurried in methanol (80 parts) at 0° C. A 45% solution of 2-hydroxyethyltrimethylammonium hydroxide (choline base) in methanol (10 parts) is added to the slurried terephthalic acid. After stirring for 30 minutes the excess terephthalic acid is removed by filtration. The filtrate is concentrated under reduced pressure and cooled, giving the mono-2-hydroxyethyltrimethylammonium salt of terephthalic acid as a precipitate which is isolated by filtration. That the pro... Starting materials: ON1N=C(C(=C1Br)Br)Br (1-hydroxy-3,4,5-tribromopyrazole), N1(CCOCC1)C(=O)Cl (4-morpholine carbonyl chloride). The product is BrC1=NN(C(=C1Br)Br)OC(=O)N1CCOCC1 (Morpholine-4-carboxylic acid 3,4,5-tribromo-pyrazol-1-yl ester). RXN SMILES: [OH:1][N:2]1[C:6]([Br:7])=[C:5]([Br:8])[C:4]([Br:9])=[N:3]1.[N:10]1([C:16](Cl)=[O:17])[CH2:15][CH2:14][O:13][CH2:12][CH2:11]1>>[Br:9][C:4]1[C:5]([Br:8])=[C:6]([Br:7])[N:2]([O:1][C:16]([N:10]2[CH2:15][CH2:14][O:13][CH2:12][CH2:11]2)=[O:17])[N:3]=1. Procedure: The title compound was prepared from 1-hydroxy-3,4,5-tribromopyrazole and 4-morpholine carbonyl chloride applying the general procedure 8. The crude product was purified by flash chromatography (Quad flash 12, EtOAc-heptane) (90%, crystals).